This data is from the Open Reaction Database (ORD), a public repository of structured organic reaction records. The task is: describe an organic reaction: reactants, conditions, products, and yield Isolated yield 88.2%. Reaction SMILES: [C:1]([C:4]1[O:8][C:7]2[CH:9]=[CH:10][C:11]([Br:13])=[CH:12][C:6]=2[CH:5]=1)(=O)[CH3:2].O.NN.[OH-].[K+].C1(C)C=CC=CC=1>C(O)CO.O>[Br:13][C:11]1[CH:10]=[CH:9][C:7]2[O:8][C:4]([CH2:1][CH3:2])=[CH:5][C:6]=2[CH:12]=1 |f:1.2,3.4|. The reactants are C1(=CC=CC=C1)C (toluene), C(C)(=O)C1=CC2=C(O1)C=CC(=C2)Br (2-Acetyl-5-bromobenzo[b]furan), O.NN (hydrazine monohydrate), [OH-].[K+] (potassium hydroxide). Solvent: O (water), C(CO)O (ethylene glycol). Yields the product BrC1=CC2=C(OC(=C2)CC)C=C1 (5-Bromo-2-ethylbenzo[b]furan). Run at temperature 150 celsius, time 2 hour. Procedure: 2-Acetyl-5-bromobenzo[b]furan (10.00 g) and hydrazine monohydrate (8.00 g) were stirred in ethylene glycol (60 ml) at 150° C. for 2 hr. After cooling, potassium hydroxide (9.00 g) was added and the mixture was stirred at 150° C. for 2 hr. After cooling, toluene (200 ml) and water (100 ml) were added and the separated toluene layer was washed with 10% aqueous solution (100 ml) of ammonium chloride, dried over magnesium sulfate and concentrated to give the objective compound (8.30 g). Reactants: NC1=C(C=C(C=C1)C1CN(CCO1)C(=O)OC(C)(C)C)C (tert-butyl (RS)-2-(4-amino-3-methylphenyl)morpholine-4-carboxylate), BrC1=NC=C(C=C1)Br (2,5-dibromopyridine), C([O-])([O-])=O.[Cs+].[Cs+] (cesium carbonate). Run in O1CCOCC1 (dioxane). Reaction conditions: temperature 80 celsius, time 1 hour. The product is BrC=1C=CC(=NC1)NC1=C(C=C(C=C1)C1CN(CCO1)C(=O)OC(C)(C)C)C (tert-butyl (RS)-2-(4-(5-bromopyridin-2-ylamino)-3-methylphenyl)morpholine-4-carboxylate). Isolated yield 43.5%. RXN SMILES: [NH2:1][C:2]1[CH:7]=[CH:6][C:5]([CH:8]2[O:13][CH2:12][CH2:11][N:10]([C:14]([O:16][C:17]([CH3:20])([CH3:19])[CH3:18])=[O:15])[CH2:9]2)=[CH:4][C:3]=1[CH3:21].Br[C:23]1[CH:28]=[CH:27][C:26]([Br:29])=[CH:25][N:24]=1.C(=O)([O-])[O-].[Cs+].[Cs+]>O1CCOCC1>[Br:29][C:26]1[CH:27]=[CH:28][C:23]([NH:1][C:2]2[CH:7]=[CH:6][C:5]([CH:8]3[O:13][CH2:12][CH2:11][N:10]([C:14]([O:16][C:17]([CH3:18])([CH3:20])[CH3:19])=[O:15])[CH2:9]3)=[CH:4][C:3]=2[CH3:21])=[N:24][CH:25]=1 |f:2.3.4|. Procedure: tert-butyl (RS)-2-(4-amino-3-methylphenyl)morpholine-4-carboxylate (60 mg), 2,5-dibromopyridine (48.6 mg, CAS 624-28-2) and cesium carbonate (100 mg) were combined with dioxane (2 ml) to give a yellow suspension. The mixture was degassed by bubbling argon into the mixture for several minutes. Xantphos (7.12 mg) and tris(dibenzylideneacetone)dipalladium chloroform complex (6.37 mg) were then added. The reaction mixture was then capped and stirred at 80° C. for 1 hour. The crude reaction mixture w... Reactants: CC1CN(C(=O)OC(C)(C)C)CCN1, CCO, FC(F)(F)c1ccc2c(c1)CC1OC21. The product is CC1CN(C(=O)OC(C)(C)C)CCN1C1c2ccc(C(F)(F)F)cc2CC1O. RXN SMILES: [CH3:15][CH:16]1[CH2:17][N:18]([C:22](=[O:23])[O:24][C:25]([CH3:26])([CH3:27])[CH3:28])[CH2:19][CH2:20][NH:21]1.[CH3:29][CH2:30][OH:31].[F:1][C:2]([c:3]1[cH:4][c:5]2[c:10]([cH:11][cH:12]1)[CH:8]1[CH:7]([CH2:6]2)[O:9]1)([F:13])[F:14]>>[F:1][C:2]([c:3]1[cH:4][c:5]2[c:10]([cH:11][cH:12]1)[CH:8]([N:21]1[CH:16]([CH3:15])[CH2:17][N:18]([C:22](=[O:23])[O:24][C:25]([CH3:26])([CH3:27])[CH3:28])[CH2:19][CH2:20]1)[CH:7]([OH:9])[CH2:6]2)([F:13])[F:14]. Reported procedure: Pyrrolidine-2-carboxylic acid (benzo[1,3]dioxol-5-ylmethyl)-amide (85 mg, 0.34 mmol) was dissolved in dioxane (2.5 mL). Next, TsOH monohydrate (30 mg) and the 1-(2-imidazol-1-yl-6-methyl-pyrimidin-4-yl)-ethanone (69 mg, 0.34 mmol) were added and the reaction mixture was microwaved for 20 mins at 130° C. Upon completion of heating, the solution was allowed to return to room temperature and the sodium triacetoxyborohydride (145 mg, 0.68 mmol) was added to the reaction vessel and it was allowed to ... RXN SMILES: [O:1]1[C:5]2[CH:6]=[CH:7][C:8]([CH2:10][NH:11][C:12]([CH:14]3[CH2:18][CH2:17][CH2:16][NH:15]3)=[O:13])=[CH:9][C:4]=2[O:3][CH2:2]1.[N:19]1([C:24]2[N:29]=[C:28]([C:30](=O)[CH3:31])[CH:27]=[C:26]([CH3:33])[N:25]=2)[CH:23]=[CH:22][N:21]=[CH:20]1.C(O[BH-](OC(=O)C)OC(=O)C)(=O)C.[Na+]>O1CCOCC1>[O:1]1[C:5]2[CH:6]=[CH:7][C:8]([CH2:10][NH:11][C:12]([CH:14]3[CH2:18][CH2:17][CH2:16][N:15]3[CH:30]([C:28]3[CH:27]=[C:26]([CH3:33])[N:25]=[C:24]([N:19]4[CH:23]=[CH:22][N:21]=[CH:20]4)[N:29]=3)[CH3:31])=[O:13])=[CH:9][C:4]=2[O:3][CH2:2]1 |f:2.3|. Solvent: O1CCOCC1 (dioxane). Starting materials: C(C)(=O)O[BH-](OC(C)=O)OC(C)=O.[Na+] (sodium triacetoxyborohydride), TsOH monohydrate, N1(C=NC=C1)C1=NC(=CC(=N1)C(C)=O)C (1-(2-imidazol-1-yl-6-methyl-pyrimidin-4-yl)-ethanone), O1COC2=C1C=CC(=C2)CNC(=O)C2NCCC2 (Pyrrolidine-2-carboxylic acid (benzo[1,3]dioxol-5-ylmethyl)-amide). Yield: 8.1%. Run at time 16 hour. The product is O1COC2=C1C=CC(=C2)CNC(=O)C2N(CCC2)C(C)C2=NC(=NC(=C2)C)N2C=NC=C2 (1-[1-(2-imidazol-1-yl-6-methyl-pyrimidin-4-yl)-ethyl]-pyrrolidine-2-carboxylic acid (benzo[1,3]dioxol-5-ylmethyl)-amide). The reactants are Cl, CN(C(=O)N(C)C1CNCC1c1ccc(F)cc1)c1cc(C(F)(F)F)cc(C(F)(F)F)c1, O=C(O)c1ccc(-n2cccn2)cc1. Yields the product CN(C(=O)N(C)C1CN(C(=O)c2ccc(-n3cccn3)cc2)CC1c1ccc(F)cc1)c1cc(C(F)(F)F)cc(C(F)(F)F)c1. Reaction SMILES: [ClH:1].[F:2][C:3]([c:4]1[cH:5][c:6]([N:14]([C:15](=[O:16])[N:17]([CH3:18])[CH:19]2[CH2:20][NH:21][CH2:22][CH:23]2[c:24]2[cH:25][cH:26][c:27]([F:30])[cH:28][cH:29]2)[CH3:31])[cH:7][c:8]([C:10]([F:11])([F:12])[F:13])[cH:9]1)([F:32])[F:33].[n:34]1(-[c:39]2[cH:40][cH:41][c:42]([C:43](=[O:44])[OH:45])[cH:46][cH:47]2)[n:35][cH:36][cH:37][cH:38]1>>[F:2][C:3]([c:4]1[cH:5][c:6]([N:14]([C:15](=[O:16])[N:17]([CH3:18])[CH:19]2[CH2:20][N:21]([C:43]([c:42]3[cH:41][cH:40][c:39](-[n:34]4[n:35][cH:36][cH:37][cH:38]4)[cH:47][cH:46]3)=[O:44])[CH2:22][CH:23]2[c:24]2[cH:25][cH:26][c:27]([F:30])[cH:28][cH:29]2)[CH3:31])[cH:7][c:8]([C:10]([F:11])([F:12])[F:13])[cH:9]1)([F:32])[F:33]. The reactants are BrC1=C(N=C(N=N1)N)C1=CC=CC=C1 (6-bromo-5-phenyl-1,2,4-triazin-3-amine), C(=O)([O-])[O-].[K+].[K+] (K2CO3), Cl.COC1CNCCC1 (3-methoxy piperidine HCl). The product is COC1CN(CCC1)C1=C(N=C(N=N1)N)C1=CC=CC=C1 (6-(3-Methoxypiperidin-1-yl)-5-phenyl-1,2,4-triazin-3-amine). Yield: 4.2%. Reaction SMILES: Br[C:2]1[N:7]=[N:6][C:5]([NH2:8])=[N:4][C:3]=1[C:9]1[CH:14]=[CH:13][CH:12]=[CH:11][CH:10]=1.C([O-])([O-])=O.[K+].[K+].Cl.[CH3:22][O:23][CH:24]1[CH2:29][CH2:28][CH2:27][NH:26][CH2:25]1>>[CH3:22][O:23][CH:24]1[CH2:29][CH2:28][CH2:27][N:26]([C:2]2[N:7]=[N:6][C:5]([NH2:8])=[N:4][C:3]=2[C:9]2[CH:14]=[CH:13][CH:12]=[CH:11][CH:10]=2)[CH2:25]1 |f:1.2.3,4.5|. Procedure: 6-(3-Methoxypiperidin-1-yl)-5-phenyl-1,2,4-triazin-3-amine (33 mg, 4%) was prepared from 6-bromo-5-phenyl-1,2,4-triazin-3-amine (0.70 g, 2.78 mmol), K2CO3 (0.80 g, 5.85 mmol) and 3-methoxy piperidine HCl (0.52 g, 3.34 mmol) according to the general procedure of Example 2. The reactants are C(C)OC=1C=C(C=CC1OC)C(CS(=O)(=O)C)N1C(C2=CC=CC(=C2C1=O)N)=O (2-[1-(3-ethoxy-4-methoxyphenyl)-2-(methylsulfonyl)ethyl]-4-aminoisoindoline-1,3-dione), BrC(C(=O)Cl)C (2-bromopropionyl chloride), CO (Methanol). Solvent: CCOCC (ether). Conditions: temperature 100 celsius. Product: BrCCC(=O)NC1=C2C(N(C(C2=CC=C1)=O)C(CS(=O)(=O)C)C1=CC(=C(C=C1)OC)OCC)=O (3-bromo-N-{2-[1-(3-ethoxy-4-methoxyphenyl)-2-(methylsulfonyl)ethyl]-1,3-dioxoisoindolin-4-yl}propanamide). Isolated yield 80.0%. RXN SMILES: [CH2:1]([O:3][C:4]1[CH:5]=[C:6]([CH:12]([N:18]2[C:26](=[O:27])[C:25]3[C:20](=[CH:21][CH:22]=[CH:23][C:24]=3[NH2:28])[C:19]2=[O:29])[CH2:13][S:14]([CH3:17])(=[O:16])=[O:15])[CH:7]=[CH:8][C:9]=1[O:10][CH3:11])[CH3:2].[Br:30][CH:31](C)[C:32](Cl)=O.[CH3:36][OH:37]>CCOCC>[Br:30][CH2:31][CH2:32][C:36]([NH:28][C:24]1[CH:23]=[CH:22][CH:21]=[C:20]2[C:25]=1[C:26](=[O:27])[N:18]([CH:12]([C:6]1[CH:7]=[CH:8][C:9]([O:10][CH3:11])=[C:4]([O:3][CH2:1][CH3:2])[CH:5]=1)[CH2:13][S:14]([CH3:17])(=[O:16])=[O:15])[C:19]2=[O:29])=[O:37]. Reported procedure: A mixture of 2-[1-(3-ethoxy-4-methoxyphenyl)-2-(methylsulfonyl)ethyl]-4-aminoisoindoline-1,3-dione (0.80 g, 1.9 mmol) and 2-bromopropionyl chloride (0.8 mL, 7.9 mmol) was heated at 100° C. for 30 min. The mixture was cooled to room temperature. Methanol (10 mL) was added to the mixture. The solvent was removed in vacuo to give an oil. The oil was stirred in ether (10 mL) for 1 day. The resulting suspension was filtered and the solid washed with ether to give 3-bromo-N-{2-[1-(3-ethoxy-4-methoxyph...